Task: describe an organic reaction: reactants, conditions, products, and yield. Dataset: the Open Reaction Database (ORD), a public repository of structured organic reaction records Starting materials: NC1=C(C=C(C=C1)O)F (4-amino-3-fluorophenol), BrCCCCCC(=O)Cl (6-bromo-hexanoyl chloride). The yield is 98.0%. Product: BrCCCCCC(=O)NC1=C(C=C(C=C1)O)F (6-Bromo-N-(2-fluoro-4-hydroxyphenyl) hexanamide). Procedure: The 10.9 g (0.09 mol) of 4-amino-3-fluorophenol from above was reacted with 8.96 g (0.04 mol) of 6-bromo-hexanoyl chloride according to the procedure of Example 3, part a. 6-Bromo-N-(2-fluoro-4-hydroxyphenyl) hexanamide was obtained in 98% yield after crystallization from acetonitrile, mp 66°-69° C. As a reaction SMILES: [NH2:1][C:2]1[CH:7]=[CH:6][C:5]([OH:8])=[CH:4][C:3]=1[F:9].[Br:10][CH2:11][CH2:12][CH2:13][CH2:14][CH2:15][C:16](Cl)=[O:17]>>[Br:10][CH2:11][CH2:12][CH2:13][CH2:14][CH2:15][C:16]([NH:1][C:2]1[CH:7]=[CH:6][C:5]([OH:8])=[CH:4][C:3]=1[F:9])=[O:17]. Starting materials: FC1=C(C=CC(=C1)F)NS(=O)(=O)C1CCCC=C1C(=O)OCC (ethyl 6-[N-(2,4-difluorophenyl)sulfamoyl]-1-cyclohexene-1-carboxylate), C1(=CC=CC=C1)CS (phenylmethanethiol), C1CCC2=NCCCN2CC1 (1,8-diazabicyclo[5,4,0]-7-undecene). Solvent: CN(C=O)C (N,N-dimethylformamide), C(C)(=O)OCC (ethyl acetate). Reaction conditions: time 18 hour. The product is C(C1=CC=CC=C1)SC1CCCC=C1C(=O)OCC (ethyl 6-(benzylsulfanyl)-1-cyclohexene-1-carboxylate). As a reaction SMILES: FC1C=C(F)C=CC=1N[S:10]([CH:13]1[C:18]([C:19]([O:21][CH2:22][CH3:23])=[O:20])=[CH:17][CH2:16][CH2:15][CH2:14]1)(=O)=O.[C:24]1([CH2:30]S)[CH:29]=[CH:28][CH:27]=[CH:26][CH:25]=1.C1CCN2C(=NCCC2)CC1>CN(C)C=O.C(OCC)(=O)C>[CH2:30]([S:10][CH:13]1[C:18]([C:19]([O:21][CH2:22][CH3:23])=[O:20])=[CH:17][CH2:16][CH2:15][CH2:14]1)[C:24]1[CH:29]=[CH:28][CH:27]=[CH:26][CH:25]=1. Procedure: To a solution of ethyl 6-[N-(2,4-difluorophenyl)sulfamoyl]-1-cyclohexene-1-carboxylate (1 g, synthesized according to the method disclosed in JP-A-10-056492) and phenylmethanethiol (719 mg) in N,N-dimethylformamide (20 ml) was added dropwise under ice-cooling 1,8-diazabicyclo[5,4,0]-7-undecene (441 mg) and the mixture was stirred at room temperature for 18 h. The reaction mixture was diluted with ethyl acetate (100 ml), washed with water (70 ml×2) and saturated brine (70 ml), and dried over anhy... The reactants are COC(=O)c1cc(-n2cnnn2)ccc1S(C)=O, CO, Cl, [Na+], C1CCOC1, [OH-]. Yields the product CS(=O)c1ccc(-n2cnnn2)cc1C(=O)O. RXN SMILES: [CH3:1][S:2](=[O:3])[c:4]1[c:5]([C:6](=[O:7])[O:8][CH3:9])[cH:10][c:11](-[n:14]2[n:15][n:16][n:17][cH:18]2)[cH:12][cH:13]1.[CH3:22][OH:23].[ClH:21].[Na+:20].[O:24]1[CH2:25][CH2:26][CH2:27][CH2:28]1.[OH-:19]>>[CH3:1][S:2](=[O:3])[c:4]1[c:5]([C:6](=[O:7])[OH:8])[cH:10][c:11](-[n:14]2[n:15][n:16][n:17][cH:18]2)[cH:12][cH:13]1. Starting materials: BrCC(=O)C=1C(=NOC1C1=CC=C(C=C1)Br)C (2-bromo-1-[5-(4-bromo-phenyl)-3-methyl-isoxazol-4-yl]-ethanone), FC(CS)(F)F (2,2,2-trifluoro-ethanethiol). Yields the product BrC1=CC=C(C=C1)C1=C(C(=NO1)C)C(CSCC(F)(F)F)=O (1-[5-(4-Bromo-phenyl)-3-methyl-isoxazol-4-yl]-2-(2,2,2-trifluoro-ethylsulfanyl)-ethanone). As a reaction SMILES: Br[CH2:2][C:3]([C:5]1[C:6]([CH3:17])=[N:7][O:8][C:9]=1[C:10]1[CH:15]=[CH:14][C:13]([Br:16])=[CH:12][CH:11]=1)=[O:4].[F:18][C:19]([F:23])([F:22])[CH2:20][SH:21]>>[Br:16][C:13]1[CH:14]=[CH:15][C:10]([C:9]2[O:8][N:7]=[C:6]([CH3:17])[C:5]=2[C:3](=[O:4])[CH2:2][S:21][CH2:20][C:19]([F:23])([F:22])[F:18])=[CH:11][CH:12]=1. Procedure details: Prepared according to the procedure described in Example 3, Step 7, using 2-bromo-1-[5-(4-bromo-phenyl)-3-methyl-isoxazol-4-yl]-ethanone and 2,2,2-trifluoro-ethanethiol.